From a dataset of the Open Reaction Database (ORD), a public repository of structured organic reaction records. describe an organic reaction: reactants, conditions, products, and yield The product is OC1=CC=C(C=C1)SCC1=CC(=C(C(=C1)O)O)O (3,4,5-trihydroxybenzyl 4-hydroxyphenyl thioether). As a reaction SMILES: [OH:1][C:2]1[CH:7]=[CH:6][C:5]([S:8][CH2:9][C:10]2[CH:15]=[C:14]([O:16]C)[C:13]([O:18]C)=[C:12]([O:20]C)[CH:11]=2)=[CH:4][CH:3]=1.O>C(Cl)Cl>[OH:1][C:2]1[CH:3]=[CH:4][C:5]([S:8][CH2:9][C:10]2[CH:15]=[C:14]([OH:16])[C:13]([OH:18])=[C:12]([OH:20])[CH:11]=2)=[CH:6][CH:7]=1. The yield is 83.0%. Run in C(Cl)Cl (methylene chloride), C(Cl)Cl (methylene chloride). Starting materials: OC1=CC=C(C=C1)SCC1=CC(=C(C(=C1)OC)OC)OC (3,4,5-Trimethoxybenzyl 4-hydroxyphenyl thioether), O (water). Reported procedure: 3,4,5-Trimethoxybenzyl 4-hydroxyphenyl thioether (12 g, 39.2 mmol), prepared as described in Example 1, was dissolved in 240 ml of dry methylene chloride, and cooled to -78° C. A solution of borontribromide (18.6 ml, 195.6 mmol) in 60 ml of dry methylene chloride was added dropwise to the above solution. The mixture was warmed to room temperature, stirred overnight, cooled to 0° C., and added 300 ml of water. The aqueous layer was then extracted twice with 200 ml of ethyl acetate, dried over mag... Reaction conditions: temperature -78 celsius, time 8 hour. Procedure: 17.2 g (0.1 mol) of ethyl N-allyl-N-(2-oxoethyl) -carbamate are heated under reflux overnight with 13.5 g (0 1 mol) of thiazolidine-4-carboxylic acid in 300 ml of toluene. The mixture is concentrated and the residue is distilled. The reactants are C(C=C)N(C(OCC)=O)CC=O (ethyl N-allyl-N-(2-oxoethyl) -carbamate), S1CNC(C1)C(=O)O (thiazolidine-4-carboxylic acid). Reaction SMILES: [CH2:1]([N:4]([CH2:10][CH:11]=O)[C:5](=[O:9])[O:6][CH2:7][CH3:8])[CH:2]=[CH2:3].[S:13]1[CH2:17][CH:16](C(O)=O)[NH:15][CH2:14]1>C1(C)C=CC=CC=1>[N:15]12[CH2:14][S:13][CH2:17][CH:16]1[CH2:3][CH:2]1[CH:11]2[CH2:10][N:4]([C:5]([O:6][CH2:7][CH3:8])=[O:9])[CH2:1]1. Run in C1(=CC=CC=C1)C (toluene). The product is N12C3CN(CC3CC2CSC1)C(=O)OCC (Ethyl 10-thia-1,4-diazatricyclo[6.3.0.02,6 ]undecane -4-carboxylate). The reactants are CC(C)(C)OC(=O)N1CC1C(=O)O, CN1CCCC1C=O. Yields the product CC(C)(C)OC(=O)N1CC1C=O. As a reaction SMILES: [C:9](=[O:10])([O:11][C:12]([CH3:13])([CH3:14])[CH3:15])[N:16]1[CH:17]([C:19](=[O:20])[OH:21])[CH2:18]1.[CH3:1][N:2]1[CH2:3][CH2:4][CH2:5][CH:6]1[CH:7]=[O:8]>>[C:9](=[O:10])([O:11][C:12]([CH3:13])([CH3:14])[CH3:15])[N:16]1[CH:17]([CH:19]=[O:20])[CH2:18]1. Reactants: ClCC1=CC(=C(C(=C1)C(C)(C)C)O)C(C)(C)C (4-chloromethyl-2,6-di-t-butylphenol), C(C)(=O)[O-].[K+] (potassium acetate). Solvent: CC(=O)C (acetone). Reaction conditions: temperature 20 celsius, time 24 hour. Product: C(C)(=O)OCC1=CC(=C(C(=C1)C(C)(C)C)O)C(C)(C)C (4-acetoxymethyl-2,6-di-t-butylphenol). Yield: 45.0%. As a reaction SMILES: Cl[CH2:2][C:3]1[CH:8]=[C:7]([C:9]([CH3:12])([CH3:11])[CH3:10])[C:6]([OH:13])=[C:5]([C:14]([CH3:17])([CH3:16])[CH3:15])[CH:4]=1.[C:18]([O-:21])(=[O:20])[CH3:19].[K+]>CC(C)=O>[C:18]([O:21][CH2:2][C:3]1[CH:8]=[C:7]([C:9]([CH3:12])([CH3:11])[CH3:10])[C:6]([OH:13])=[C:5]([C:14]([CH3:17])([CH3:16])[CH3:15])[CH:4]=1)(=[O:20])[CH3:19] |f:1.2|. Reported procedure: A mixture of 4-chloromethyl-2,6-di-t-butylphenol (2.55 g) and potassium acetate (0.98 g) in acetone (30 mL) was stirred at 20° C. for 24 hours. After evaporation of the solvent the residue was partioned between water and n-hexane. The hexane extract was concentrated and the residue slurried in n-hexane (6 mL) at about 0° C. The crystals were collected via filtration and dried to give 1.54 g, 45% yield, of the title compound.